This data is from the Open Reaction Database (ORD), a public repository of structured organic reaction records. The task is: describe an organic reaction: reactants, conditions, products, and yield Reactants: C1(CC1)C1=CC=CC=2CN(CCOC21)C(=O)OC(C)(C)C (tert-butyl 9-cyclopropyl-2,3-dihydro-1,4-benzoxazepine-4(5H)-carboxylate), C(C)(=O)OCC.Cl (hydrogen chloride-ethyl acetate). The solvent is C(C)(=O)OCC (ethyl acetate). Reaction conditions: time 1 hour. Yields the product Cl.C1(CC1)C1=CC=CC=2CNCCOC21 (9-cyclopropyl-2,3,4,5-tetrahydro-1,4-benzoxazepine hydrochloride). Yield: 54.0%. Reaction SMILES: [CH:1]1([C:4]2[C:14]3[O:13][CH2:12][CH2:11][N:10](C(OC(C)(C)C)=O)[CH2:9][C:8]=3[CH:7]=[CH:6][CH:5]=2)[CH2:3][CH2:2]1.C(OCC)(=O)C.[ClH:28]>C(OCC)(=O)C>[ClH:28].[CH:1]1([C:4]2[C:14]3[O:13][CH2:12][CH2:11][NH:10][CH2:9][C:8]=3[CH:7]=[CH:6][CH:5]=2)[CH2:3][CH2:2]1 |f:1.2,4.5|. Procedure details: A mixture of tert-butyl 9-cyclopropyl-2,3-dihydro-1,4-benzoxazepine-4(5H)-carboxylate (70.0 mg, 0.242 mmol), ethyl acetate (1 ml) and 4N hydrogen chloride-ethyl acetate solution (2 ml) was stirred at room temperature for 1 hr, and the solvent was evaporated under reduced pressure. The residue was recrystallized from a mixed solvent of methanol and ether to give the desired product (29.5 mg, 54.0%) as a solid. The reactants are FC1=CC=C(C(=O)O)C=C1 (4-fluorobenzoic acid), CN(C)C=O (DMF), C(NN)(=O)OC(C)(C)C (tert-butyl carbazate), C(CCl)Cl (EDC), N,N-dimethylaminopyridine. Run in C(C)OCC (diethylether), mixture, C1CCOC1 (THF). Reaction conditions: time 10 minute. Yields the product C(C)(C)(C)OC(=O)NNC(C1=CC=C(C=C1)F)=O (N′-(4-fluoro-benzoyl)-hydrazinecarboxylic acid tert-butyl ester). Reaction SMILES: [F:1][C:2]1[CH:10]=[CH:9][C:5]([C:6]([OH:8])=O)=[CH:4][CH:3]=1.CN(C=O)C.[C:16]([O:20][C:21]([CH3:24])([CH3:23])[CH3:22])(=[O:19])[NH:17][NH2:18].C(Cl)CCl>C(OCC)C.C1COCC1>[C:21]([O:20][C:16]([NH:17][NH:18][C:6](=[O:8])[C:5]1[CH:4]=[CH:3][C:2]([F:1])=[CH:10][CH:9]=1)=[O:19])([CH3:24])([CH3:23])[CH3:22]. Procedure details: To a solution of 4-fluorobenzoic acid (35.7 mmol) in 72 mL of a mixture of DMF and THF (1:1), is added tert-butyl carbazate (37.5 mmol), EDC (39.3 mmol) and N,N-dimethylaminopyridine (0.54 mmol). After 10 minutes the mixture becomes homogeneous and stirring is continued for 3 hours until the reaction is complete by TLC and LC/MS. The reaction mixture is poured into ice. Upon addition of diethylether the organic layer is separated. The organic layer is washed with sodium bisulfite, saturated sodi... The reactants are ice, C1(=CC=CC=C1)P(=O)(C1=CC=CC=C1)Cl (diphenylphosphoryl chloride), C(C)(C)N(CC)C(C)C (diisopropylethylamine), ice, C(C)(C)N(CC)C(C)C (diisopropylethylamine), ice, FC(S(=O)(=O)O)(F)F.FC(S(=O)(=O)O)(F)F.S[C@H]1C[C@H](N(C1)C(=O)OCC1=CC=C(C=C1)[N+](=O)[O-])C(NC(CN1CCCC1)C)=O ((2S, 4S)-4-mercapto-2-(1-methyl-2-pyrrolidinylethylcarbamoyl)-1-(4-nitrobenzyloxycarbonyl)pyrrolidine bis(trifluoromethanesulfonate)), O[C@H](C)[C@@H]1[C@@H]2N(C(C([C@@H]2C)=O)C(=O)OCC2=CC=C(C=C2)[N+](=O)[O-])C1=O (4-nitrobenzyl (1R, 5R, 6S)-6-[(1R)-1-hydroxyethyl]-1-methyl-2-oxo-1-carbapenam-3-carboxylate), ice. The solvent is C(C)#N (acetonitrile), C(C)#N (acetonitrile). Run at time 2 day. The product is O[C@H](C)[C@@H]1[C@@H]2N(C(=C[C@]2(S[C@H]2C[C@H](N(C2)C(=O)OCC2=CC=C(C=C2)[N+](=O)[O-])C(NC2N(CCC2)C)=O)C)C(=O)OCC2=CC=C(C=C2)[N+](=O)[O-])C1=O (4-Nitrobenzyl (1R, 5S, 6S)-6-[(1R)-1-hydroxyethyl]-1-methyl-1-[(2S, 4S)-2-(1methyl-2pyrrolidinylcarbamoyl)-1-(4-nitrobenzyloxycarbonyl)pyrrolidin-4-ylthio]-1-carbapen-2-em-3-carboxylate). RXN SMILES: [OH:1][C@@H:2]([C@H:4]1[C:25](=[O:26])[N:6]2[CH:7]([C:12]([O:14][CH2:15][C:16]3[CH:21]=[CH:20][C:19]([N+:22]([O-:24])=[O:23])=[CH:18][CH:17]=3)=[O:13])[C:8](=O)[C@H:9]([CH3:10])[C@H:5]12)[CH3:3].C1(P(Cl)(C2C=CC=CC=2)=O)C=CC=CC=1.[CH:42]([N:45]([CH:48]([CH3:50])C)[CH2:46]C)([CH3:44])C.FC(F)(F)S(O)(=O)=O.FC(F)(F)S(O)(=O)=O.[SH:67][C@@H:68]1[CH2:72][N:71]([C:73]([O:75][CH2:76][C:77]2[CH:82]=[CH:81][C:80]([N+:83]([O-:85])=[O:84])=[CH:79][CH:78]=2)=[O:74])[C@H:70]([C:86](=[O:96])[NH:87]C(C)CN2CCCC2)[CH2:69]1>C(#N)C>[OH:1][C@@H:2]([C@H:4]1[C:25](=[O:26])[N:6]2[C:7]([C:12]([O:14][CH2:15][C:16]3[CH:17]=[CH:18][C:19]([N+:22]([O-:24])=[O:23])=[CH:20][CH:21]=3)=[O:13])=[CH:8][C@@:9]([CH3:10])([S:67][C@@H:68]3[CH2:72][N:71]([C:73]([O:75][CH2:76][C:77]4[CH:78]=[CH:79][C:80]([N+:83]([O-:85])=[O:84])=[CH:81][CH:82]=4)=[O:74])[C@H:70]([C:86](=[O:96])[NH:87][CH:42]4[CH2:44][CH2:50][CH2:48][N:45]4[CH3:46])[CH2:69]3)[C@H:5]12)[CH3:3] |f:3.4.5|. Procedure details: 180 mg of 4-nitrobenzyl (1R, 5R, 6S)-6-[(1R)-1-hydroxyethyl]-1-methyl-2-oxo-1-carbapenam-3-carboxylate were dissolved in 2.3 ml of anhydrous acetonitrile, and the solution was placed on an ice bath. Maintaining the solution on the ice bath, 109 μl of diphenylphosphoryl chloride and 92 μl of diisopropylethylamine were added dropwise to the solution. The resulting mixture was then stirred for 1 hour at this ice-cooled temperature, after which, whilst still maintaining the reaction mixture on the i... Starting materials: FC1=CC=C(NC=2C=C(C(C(=O)O)=CC2NC2=CC=C(C=C2)F)C(=O)O)C=C1 (4,5-bis(4-fluoroanilino)phthalic acid), C(C)(=O)OC(C)=O (acetic anhydride). The solvent is C1(=CC=CC=C1)C (toluene). Product: FC1=CC=C(NC=2C=C3C(C(=O)OC3=O)=CC2NC2=CC=C(C=C2)F)C=C1 (4,5-Bis(4-fluoroanilino)phthalic anhydride). As a reaction SMILES: [F:1][C:2]1[CH:28]=[CH:27][C:5]([NH:6][C:7]2[CH:8]=[C:9]([C:24]([OH:26])=O)[C:10](=[CH:14][C:15]=2[NH:16][C:17]2[CH:22]=[CH:21][C:20]([F:23])=[CH:19][CH:18]=2)[C:11]([OH:13])=[O:12])=[CH:4][CH:3]=1.C(OC(=O)C)(=O)C>C1(C)C=CC=CC=1>[F:23][C:20]1[CH:21]=[CH:22][C:17]([NH:16][C:15]2[CH:14]=[C:10]3[C:11](=[O:13])[O:12][C:24](=[O:26])[C:9]3=[CH:8][C:7]=2[NH:6][C:5]2[CH:27]=[CH:28][C:2]([F:1])=[CH:3][CH:4]=2)=[CH:18][CH:19]=1. Procedure: A steady stream of argon is passed through a suspension of 4.49 g (11.68 mmol) of 4,5-bis(4-fluoroanilino)phthalic acid in 75 ml of toluene and 3.32 ml (35.12 mmol, 3 eq) of acetic anhydride is added. The reaction mixture is heated to 60°-65° for 90 minutes with vigorous stirring. The reaction mixture is cooled to 10° for 15 minutes, the yellow orange crystals are filtered off and washed with toluene/hexane to yield the title compound in the form of yellow orange crystals, FAB-MS: 367 [M+ +H]. As a reaction SMILES: [NH2:1][C@:2]([C:11]1[O:15][C:14]([C:16]2[CH:21]=[C:20]([NH:22][CH2:23][C@H:24]3[CH2:26][C@@H:25]3[CH3:27])[N:19]=[C:18]([N:28]([CH3:33])[S:29]([CH3:32])(=[O:31])=[O:30])[CH:17]=2)=[N:13][CH:12]=1)([CH3:10])[CH2:3][C:4]1[CH:9]=[CH:8][CH:7]=[CH:6][CH:5]=1.C1C(=O)N([Cl:41])C(=O)C1>C(Cl)Cl>[NH2:1][C@:2]([C:11]1[O:15][C:14]([C:16]2[CH:21]=[C:20]([NH:22][CH2:23][C@H:24]3[CH2:26][C@@H:25]3[CH3:27])[N:19]=[C:18]([N:28]([CH3:33])[S:29]([CH3:32])(=[O:30])=[O:31])[C:17]=2[Cl:41])=[N:13][CH:12]=1)([CH3:10])[CH2:3][C:4]1[CH:5]=[CH:6][CH:7]=[CH:8][CH:9]=1. Procedure details: To a solution of N-[4-{5-[(1R)-1-amino-1-methyl-2-phenylethyl]-1,3-oxazol-2-yl}-6-({[(1S,25)-2-methylcyclopropyl]methyl}amino)pyridin-2-yl]-N-methylmethanesulfonamide (0.009 g, 0.015 mmol) in 0.3 mL CH2Cl2 was added 0.09 mL of a 0.15M stock solution of NCS in CH2Cl2. After 15 h, a further 0.10 mL CH2Cl2 and 0.1 mL 0.15 M stock solution of NCS in CH2Cl2 were added. After 24 h, the reaction was concentrated, redissolved in DMF and purified by preparative HPLC to afford N-[4-{5-[(1R)-1-amino-1-meth... Product: N[C@@](CC1=CC=CC=C1)(C)C1=CN=C(O1)C1=C(C(=NC(=C1)NC[C@@H]1[C@H](C1)C)N(S(=O)(=O)C)C)Cl (N-[4-{5-[(1R)-1-amino-1-methyl-2-phenylethyl]-1,3-oxazol-2-yl}-3-chloro-6-({[(1S,2S)-2-methylcyclopropyl]methyl}amino)pyridin-2-yl]-N-methylmethanesulfonamide). Solvent: C(Cl)Cl (CH2Cl2), C(Cl)Cl (CH2Cl2), C(Cl)Cl (CH2Cl2), C(Cl)Cl (CH2Cl2). The reactants are C1CC(=O)N(C1=O)Cl (NCS), N[C@@](CC1=CC=CC=C1)(C)C1=CN=C(O1)C1=CC(=NC(=C1)NC[C@@H]1[C@H](C1)C)N(S(=O)(=O)C)C (N-[4-{5-[(1R)-1-amino-1-methyl-2-phenylethyl]-1,3-oxazol-2-yl}-6-({[(1S,25)-2-methylcyclopropyl]methyl}amino)pyridin-2-yl]-N-methylmethanesulfonamide), C1CC(=O)N(C1=O)Cl (NCS). Reaction conditions: time 15 hour. Reactants: ClC1=NC(=NS1)SC (5-chloro-3-methylthio-1,2,4-thiadiazole), CC1CNCC(C1)C (3,5-dimethylpiperidine). Run in COC(C)(C)C (tert-butyl methyl ether), CN(C=O)C (N,N-dimethylformamide). Run at time 20 minute. Yields the product CSC1=NSC(=N1)N1CC(CC(C1)C)C (3-methylthio-5-(3,5-dimethylpiperidino)-1,2,4-thiadiazole). The yield is 79.6%. RXN SMILES: Cl[C:2]1[S:6][N:5]=[C:4]([S:7][CH3:8])[N:3]=1.[CH3:9][CH:10]1[CH2:15][CH:14]([CH3:16])[CH2:13][NH:12][CH2:11]1>CN(C)C=O.COC(C)(C)C>[CH3:8][S:7][C:4]1[N:3]=[C:2]([N:12]2[CH2:13][CH:14]([CH3:16])[CH2:15][CH:10]([CH3:9])[CH2:11]2)[S:6][N:5]=1. Procedure: In 9 ml of N,N-dimethylformamide was dissolved 740 mg of 5-chloro-3-methylthio-1,2,4-thiadiazole, and 1.25 g of 3,5-dimethylpiperidine (a mixture of 8:2 geometrical isomers) was added dropwise under ice-cooling. The mixture was stirred at room temperature for 20 minutes. The reaction mixture was diluted with tert-butyl methyl ether, and extracted with tert-butyl methyl ether after the addition of 10% hydrochloric acid. The organic layer was dried over anhydrous sodium sulfate, and concentrated u... Starting materials: N[C@@H]([C@@](CN1N=CN=C1)(O)C1=C(C=C(C=C1)Cl)Cl)C ((2R*,3R*)-3-amino-1-(1H-1,2,4-triazol-1-yl)-2-(2,4-dichlorophenyl)-2-butanol), BrCC(=O)OCC (ethyl bromoacetate). The product is ClC1=C(C=CC(=C1)Cl)[C@]([C@@H](C)NCC(=O)OCC)(CN1N=CN=C1)O ((2R *,3R*)-N-[3-(2,4-Dichlorophenyl)-3-hydroxy-4-(1H-1,2,4-triazol-1-yl)-2-butyl]glycine, ethyl ester). As a reaction SMILES: [NH2:1][C@H:2]([CH3:19])[C@:3]([C:11]1[CH:16]=[CH:15][C:14]([Cl:17])=[CH:13][C:12]=1[Cl:18])([OH:10])[CH2:4][N:5]1[CH:9]=[N:8][CH:7]=[N:6]1.Br[CH2:21][C:22]([O:24][CH2:25][CH3:26])=[O:23]>>[Cl:18][C:12]1[CH:13]=[C:14]([Cl:17])[CH:15]=[CH:16][C:11]=1[C@@:3]([OH:10])([CH2:4][N:5]1[CH:9]=[N:8][CH:7]=[N:6]1)[C@H:2]([NH:1][CH2:21][C:22]([O:24][CH2:25][CH3:26])=[O:23])[CH3:19]. Procedure: Following the procedure described in reference example 8, but starting from (2R*,3R*)-3-amino-1-(1H-1,2,4-triazol-1-yl)-2-(2,4-dichlorophenyl)-2-butanol (obtained according to patent EP 332387) and using ethyl bromoacetate instead of benzyl bromoacetate, the title compound was obtained in a similar yield. Starting materials: C1(CC1)COC1=C(C=C(C=C1)C(F)F)C=1C2=C(N=CN1)C(=C(N2)C)C(=O)O (4-[2-(cyclopropylmethoxy)-5-(difluoromethyl)phenyl]-6-methyl-5H-pyrrolo[3,2-d]pyrimidine-7-carboxylic acid), N[C@H]1[C@@H](C[C@@H](CC1)NC(OC(C)(C)C)=O)C (tert-butyl [(1R*,3R*,4R*)-4-amino-3-methylcyclohexyl]carbamate). Product: C1(CC1)COC1=C(C=C(C=C1)C(F)F)C=1C2=C(N=CN1)C(=C(N2)C)C(=O)N[C@@H]2[C@H](C[C@H](CC2)NC(OC(C)(C)C)=O)C (tert-Butyl {(1S*,3S*,4S*)-4-[({4-[2-(cyclopropylmethoxy)-5-(difluoromethyl)phenyl]-6-methyl-5H-pyrrolo[3,2-d]pyrimidin-7-yl}carbonyl)amino]-3-methylcyclohexyl}carbamate). As a reaction SMILES: [CH:1]1([CH2:4][O:5][C:6]2[CH:11]=[CH:10][C:9]([CH:12]([F:14])[F:13])=[CH:8][C:7]=2[C:15]2[C:16]3[NH:23][C:22]([CH3:24])=[C:21]([C:25](O)=[O:26])[C:17]=3[N:18]=[CH:19][N:20]=2)[CH2:3][CH2:2]1.[NH2:28][C@@H:29]1[CH2:34][CH2:33][C@@H:32]([NH:35][C:36](=[O:42])[O:37][C:38]([CH3:41])([CH3:40])[CH3:39])[CH2:31][C@H:30]1[CH3:43]>>[CH:1]1([CH2:4][O:5][C:6]2[CH:11]=[CH:10][C:9]([CH:12]([F:13])[F:14])=[CH:8][C:7]=2[C:15]2[C:16]3[NH:23][C:22]([CH3:24])=[C:21]([C:25]([NH:28][C@H:29]4[CH2:34][CH2:33][C@H:32]([NH:35][C:36](=[O:42])[O:37][C:38]([CH3:40])([CH3:39])[CH3:41])[CH2:31][C@@H:30]4[CH3:43])=[O:26])[C:17]=3[N:18]=[CH:19][N:20]=2)[CH2:2][CH2:3]1. Reported procedure: Starting from 4-[2-(cyclopropylmethoxy)-5-(difluoromethyl)phenyl]-6-methyl-5H-pyrrolo[3,2-d]pyrimidine-7-carboxylic acid (example D.g1) and tert-butyl [(1R*,3R*,4R*)-4-amino-3-methylcyclohexyl]carbamate (example C11) the title compound is obtained as pale yellow foam. The reactants are ClC1=NC(=C(C2=C1C(N(C2)CC2=C(C=C(C=C2)OC)OC)=O)F)Cl (4,6-dichloro-2-(2,4-dimethoxybenzyl)-7-fluoro-1H-pyrrolo[3,4-c]pyridin-3(2 H)-one), O1C[C@@H]([C@@H](CC1)N)N ((3R,4R)-tetrahydro-2H-pyran-3,4-diamine), CCN(C(C)C)C(C)C (DIPEA), O1C[C@@H]([C@@H](CC1)N)N ((3R,4R)-tetrahydro-2H-pyran-3,4-diamine), CCN(C(C)C)C(C)C (DIPEA). Run in C(C)#N (ACN). Run at temperature 85 celsius, time 3 day. Product: N[C@H]1COCC[C@H]1NC1=C(C2=C(C(=N1)Cl)C(N(C2)CC2=C(C=C(C=C2)OC)OC)=O)F (6-((3R,4R)-3-Aminotetrahydro-2H-pyran-4-ylamino)-4-chloro-2-(2,4-dimethoxybenzyl)-7-fluoro-1H-pyrrolo[3,4-c]pyridin-3(2H)-one). Isolated yield 9.6%. As a reaction SMILES: [Cl:1][C:2]1[C:7]2[C:8](=[O:22])[N:9]([CH2:11][C:12]3[CH:17]=[CH:16][C:15]([O:18][CH3:19])=[CH:14][C:13]=3[O:20][CH3:21])[CH2:10][C:6]=2[C:5]([F:23])=[C:4](Cl)[N:3]=1.[O:25]1[CH2:30][CH2:29][C@@H:28]([NH2:31])[C@@H:27]([NH2:32])[CH2:26]1.CCN(C(C)C)C(C)C>C(#N)C>[NH2:32][C@@H:27]1[C@H:28]([NH:31][C:4]2[N:3]=[C:2]([Cl:1])[C:7]3[C:8](=[O:22])[N:9]([CH2:11][C:12]4[CH:17]=[CH:16][C:15]([O:18][CH3:19])=[CH:14][C:13]=4[O:20][CH3:21])[CH2:10][C:6]=3[C:5]=2[F:23])[CH2:29][CH2:30][O:25][CH2:26]1. Reported procedure: A mixture of 4,6-dichloro-2-(2,4-dimethoxybenzyl)-7-fluoro-1H-pyrrolo[3,4-c]pyridin-3(2 H)-one (2.5 g, 6.74 mmol), (3R,4R)-tetrahydro-2H-pyran-3,4-diamine (0.711 g, 6.12 mmol), and DIPEA (5.35 mL, 30.6 mmol) in ACN (30 mL) was stirred at 85° C. for 3 d in a sealed tube. Additional (3R,4R)-tetrahydro-2H-pyran-3,4-diamine (0.356 g, 3.06 mmol) and DIPEA (2.14 mL, 12.2 mmol) were added and the mixture was heated at 100° C. overnight. The mixture was concentrated and purified via preparative HPLC. Th...